This data is from the Open Reaction Database (ORD), a public repository of structured organic reaction records. The task is: describe an organic reaction: reactants, conditions, products, and yield Product: Cl.Cl.CC1=C(C(=CC=C1)C)C=1C(=NC=CN1)N1CCNCC1 (3′-(2,6-Dimethylphenyl)-3,4,5,6-tetrahydro-2H-[1,2′]bipyrazine dihydrochloride). Reactants: O (water), C(C)(C)(C)OC(=O)N1CCN(CC1)C1=NC=CN=C1Cl (3′-chloro-2,3,5,6-tetrahydro-[1,2′]bipyrazinyl-4-carboxylic acid t-butyl ester), C([O-])([O-])=O.[K+].[K+] (potassium carbonate), CC1=C(C(=CC=C1)C)B(O)O (2,6-dimethylbenzeneboronic acid), crystals. Procedure details: Dissolve 3′-chloro-2,3,5,6-tetrahydro-[1,2′]bipyrazinyl-4-carboxylic acid t-butyl ester (1.00 g, 3.35 mmol) in N,N-dimethylacetamide (purged with nitrogen) (12 mL). Add potassium carbonate (1.11 g, 8.04 mmol) then 2,6-dimethylbenzeneboronic acid (602 mg, 4.02 mmol) and purge with nitrogen for 10 min. Add deoxygenated water (6 mL) and tetrakis(triphenylphosphine)palladium(0) (0.039 g, 0.034 mmol) and purge with nitrogen for 10 min. Heat at 115° C. for 20 hr. under nitrogen. Cool to room temperatu... As a reaction SMILES: C(OC([N:8]1[CH2:13][CH2:12][N:11]([C:14]2[C:19]([Cl:20])=[N:18][CH:17]=[CH:16][N:15]=2)[CH2:10][CH2:9]1)=O)(C)(C)C.C(=O)([O-])[O-].[K+].[K+].[CH3:27][C:28]1[CH:33]=[CH:32][CH:31]=[C:30]([CH3:34])[C:29]=1B(O)O.O>CN(C)C(=O)C.C1C=CC([P]([Pd]([P](C2C=CC=CC=2)(C2C=CC=CC=2)C2C=CC=CC=2)([P](C2C=CC=CC=2)(C2C=CC=CC=2)C2C=CC=CC=2)[P](C2C=CC=CC=2)(C2C=CC=CC=2)C2C=CC=CC=2)(C2C=CC=CC=2)C2C=CC=CC=2)=CC=1>[ClH:20].[ClH:20].[CH3:27][C:28]1[CH:33]=[CH:32][CH:31]=[C:30]([CH3:34])[C:29]=1[C:19]1[C:14]([N:11]2[CH2:10][CH2:9][NH:8][CH2:13][CH2:12]2)=[N:15][CH:16]=[CH:17][N:18]=1 |f:1.2.3,8.9.10,^1:48,50,69,88|. The solvent is CN(C(C)=O)C (N,N-dimethylacetamide). Run at temperature 115 celsius, time 3 hour. Reagents/catalysts: C=1C=CC(=CC1)[P](C=2C=CC=CC2)(C=3C=CC=CC3)[Pd]([P](C=4C=CC=CC4)(C=5C=CC=CC5)C=6C=CC=CC6)([P](C=7C=CC=CC7)(C=8C=CC=CC8)C=9C=CC=CC9)[P](C=1C=CC=CC1)(C=1C=CC=CC1)C=1C=CC=CC1 (tetrakis(triphenylphosphine)palladium(0)). The reactants are [Si](C)(C)(C(C)(C)C)O[C@@H]([C@@H](OC1=CC=C(C=C1)B(O)O)C)CCC=1C=NC=CC1 ((1S,2R)-4-[2-(tert-butyldimethylsilanyloxy)-1-methyl-4-pyridin-3-yl-butoxy]benzeneboronic acid), BrC=1C=C(SC1)S(=O)(=O)N (4-bromothiophene-2-sulfonic acid amide), C([O-])([O-])=O.[Na+].[Na+] (sodium carbonate). The reagents and catalysts are C=1C=CC(=CC1)[P](C=2C=CC=CC2)(C=3C=CC=CC3)[Pd]([P](C=4C=CC=CC4)(C=5C=CC=CC5)C=6C=CC=CC6)([P](C=7C=CC=CC7)(C=8C=CC=CC8)C=9C=CC=CC9)[P](C=1C=CC=CC1)(C=1C=CC=CC1)C=1C=CC=CC1 (tetrakis(triphenylphosphine)palladium(0)). The solvent is C(C)O (ethanol). Run at temperature 90 celsius. Yields the product O[C@@H]([C@@H](OC1=CC=C(C=C1)C=1C=C(SC1)S(=O)(=O)N)C)CCC=1C=NC=CC1 ((1S,2R)-4-[4-(2-Hydroxy-1-methyl-4-pyridin-3-yl-butoxy)-phenyl]-thiophene-2-sulfonic acid amide). Isolated yield 66.5%. RXN SMILES: [Si]([O:8][C@H:9]([CH2:22][CH2:23][C:24]1[CH:25]=[N:26][CH:27]=[CH:28][CH:29]=1)[C@H:10]([CH3:21])[O:11][C:12]1[CH:17]=[CH:16][C:15](B(O)O)=[CH:14][CH:13]=1)(C(C)(C)C)(C)C.Br[C:31]1[CH:32]=[C:33]([S:36]([NH2:39])(=[O:38])=[O:37])[S:34][CH:35]=1.C(=O)([O-])[O-].[Na+].[Na+]>C(O)C.C1C=CC([P]([Pd]([P](C2C=CC=CC=2)(C2C=CC=CC=2)C2C=CC=CC=2)([P](C2C=CC=CC=2)(C2C=CC=CC=2)C2C=CC=CC=2)[P](C2C=CC=CC=2)(C2C=CC=CC=2)C2C=CC=CC=2)(C2C=CC=CC=2)C2C=CC=CC=2)=CC=1>[OH:8][C@H:9]([CH2:22][CH2:23][C:24]1[CH:25]=[N:26][CH:27]=[CH:28][CH:29]=1)[C@H:10]([CH3:21])[O:11][C:12]1[CH:13]=[CH:14][C:15]([C:31]2[CH:32]=[C:33]([S:36]([NH2:39])(=[O:38])=[O:37])[S:34][CH:35]=2)=[CH:16][CH:17]=1 |f:2.3.4,^1:52,54,73,92|. Procedure details: Prepared by the method outlined in Example 15g) from (1S,2R)-4-[2-(tert-butyldimethylsilanyloxy)-1-methyl-4-pyridin-3-yl-butoxy]benzeneboronic acid (0.200 g, example 15f)), 4-bromothiophene-2-sulfonic acid amide (0.145 g, Example 42a)), 2M aqueous sodium carbonate (0.5 ml) and tetrakis(triphenylphosphine)palladium(0) (0.025 g) in ethanol (3 ml). The mixture was heated at 90° C. for 4 hours and after cooling to room temperature the mixture was concentrated under reduced pressure. The residue was ... Starting materials: C1(=CC=C(C=C1)C(=O)N)C (p-toluamide), ClC(C=O)(C)Cl (2,2-dichloropropionaldehyde), N1N=NC2=C1C=CC=C2 (benzotriazole), C1(=CC=C(C=C1)S(=O)(=O)O)C (p-toluenesulfonic acid). Yields the product N1(N=NC2=C1C=CC=C2)C(C(C)(Cl)Cl)NC(C2=CC=C(C=C2)C)=O (N-[1-(1H-1,2,3-benzotriazol-1-yl)-2,2-dichloropropyl]-4-methylbenzamide). Reaction SMILES: [C:1]1([CH3:10])[CH:6]=[CH:5][C:4]([C:7]([NH2:9])=[O:8])=[CH:3][CH:2]=1.[Cl:11][C:12]([Cl:16])([CH3:15])[CH:13]=O.[NH:17]1[C:21]2[CH:22]=[CH:23][CH:24]=[CH:25][C:20]=2[N:19]=[N:18]1.C1(C)C=CC(S(O)(=O)=O)=CC=1>>[N:17]1([CH:13]([NH:9][C:7](=[O:8])[C:4]2[CH:5]=[CH:6][C:1]([CH3:10])=[CH:2][CH:3]=2)[C:12]([Cl:16])([Cl:11])[CH3:15])[C:21]2[CH:22]=[CH:23][CH:24]=[CH:25][C:20]=2[N:19]=[N:18]1. Procedure details: A suspension of p-toluamide, 2,2-dichloropropionaldehyde, benzotriazole, and p-toluenesulfonic acid was processed as described in Example 53A to provide the desired product. Starting materials: solvent, IC=1C=CC(=NC1)NC(=N)NCC1=C(C=CC=C1)OC (N-(5-iodopyridin-2-yl)-N′-(2-methoxybenzyl)guanidine), C1(=CC=CC=C1)OB(O)O (phenylboric acid), C([O-])([O-])=O.[Na+].[Na+] (sodium carbonate). The reagents and catalysts are [Pd].C1(=CC=CC=C1)P(C1=CC=CC=C1)C1=CC=CC=C1.C1(=CC=CC=C1)P(C1=CC=CC=C1)C1=CC=CC=C1.C1(=CC=CC=C1)P(C1=CC=CC=C1)C1=CC=CC=C1.C1(=CC=CC=C1)P(C1=CC=CC=C1)C1=CC=CC=C1 (tetrakis-(triphenylphosphine) palladium(0)). The solvent is COCCOC.O.C(C)O (1,2-dimethoxyethane water ethanol). Conditions: temperature 120 celsius. Product: COC1=C(CNC(=N)NC2=NC=C(C=C2)C2=CC=CC=C2)C=CC=C1 (N-(2-Methoxybenzyl)-N′-(5-phenylpyridin-2-yl)guanidine). Yield: 27.6%. RXN SMILES: I[C:2]1[CH:3]=[CH:4][C:5]([NH:8][C:9]([NH:11][CH2:12][C:13]2[CH:18]=[CH:17][CH:16]=[CH:15][C:14]=2[O:19][CH3:20])=[NH:10])=[N:6][CH:7]=1.[C:21]1(OB(O)O)[CH:26]=[CH:25][CH:24]=[CH:23][CH:22]=1.C(=O)([O-])[O-].[Na+].[Na+]>[Pd].C1(P(C2C=CC=CC=2)C2C=CC=CC=2)C=CC=CC=1.C1(P(C2C=CC=CC=2)C2C=CC=CC=2)C=CC=CC=1.C1(P(C2C=CC=CC=2)C2C=CC=CC=2)C=CC=CC=1.C1(P(C2C=CC=CC=2)C2C=CC=CC=2)C=CC=CC=1.COCCOC.O.C(O)C>[CH3:20][O:19][C:14]1[CH:15]=[CH:16][CH:17]=[CH:18][C:13]=1[CH2:12][NH:11][C:9]([NH:8][C:5]1[CH:4]=[CH:3][C:2]([C:21]2[CH:26]=[CH:25][CH:24]=[CH:23][CH:22]=2)=[CH:7][N:6]=1)=[NH:10] |f:2.3.4,5.6.7.8.9,10.11.12|. Procedure: 0.102 g (0.251 mmol) N-(5-iodopyridin-2-yl)-N′-(2-methoxybenzyl)guanidine, 0.041 g (0.337 mmol) phenylboric acid, 0.075 g (0.708 mmol) sodium carbonate, and 0.015 g (0.013 mmol) tetrakis-(triphenylphosphine) palladium(0) were combined and added to 7.0 mL of a solvent mixture of 1,2-dimethoxyethane/water/ethanol (7:3:2). The mixture was degassed under a strong nitrogen stream and heated for 110 min at 120° C. in a CEM microwave (150 watts) and reacted. After filtration through a Millipore filter ... The reactants are COCCCBr (3-Bromopropyl methyl ether), OC1CNS(C2=C1C=CS2)(=O)=O (3,4-Dihydro-4-hydroxy-2H-thieno[3,2-e]-1,2-thiazine 1,1-dioxide), [H-].[Na+] (sodium hydride), suspension. The solvent is CN(C)C=O (DMF). Run at temperature 0 celsius, time 8 hour. The product is OC1CN(S(C2=C1C=CS2)(=O)=O)CCCOC (3,4-Dihydro-4-hydroxy-2-(3-methoxypropyl)-2H-thieno[3,2-e]-1,2-thiazine-1,1-dioxide). Yield: 62.9%. As a reaction SMILES: [OH:1][CH:2]1[C:7]2[CH:8]=[CH:9][S:10][C:6]=2[S:5](=[O:12])(=[O:11])[NH:4][CH2:3]1.[H-].[Na+].[CH3:15][O:16][CH2:17][CH2:18][CH2:19]Br>CN(C=O)C>[OH:1][CH:2]1[C:7]2[CH:8]=[CH:9][S:10][C:6]=2[S:5](=[O:12])(=[O:11])[N:4]([CH2:19][CH2:18][CH2:17][O:16][CH3:15])[CH2:3]1 |f:1.2|. Procedure details: The product from Example 1, Step C (2.0 g, 9.74 mmol) was added to a suspension of sodium hydride (0.4 g, 10.0 mmol, of a 60% suspension in mineral oil) in DMF (30 ML) and the mixture was stirred for 1hr. then cooled to 0° C. 3-Bromopropyl methyl ether (1.5 g, 9.74 mmol) was added and the mixture was stirred overnight then quenched with water (200 mL), and extracted with ethyl acetate (4×30 mL). The extracts were combined, washed with water (100 mL), dried (MgSO4) and concentrated under reduced ... The reactants are BrC(C(=O)NC1=C(C=CC=C1)O)(C)C (2-Bromo-N-(2-hydroxy-phenyl)-2-methyl-propionamide), C([O-])([O-])=O.[K+].[K+] (potassium carbonate). The solvent is CN(C)C=O (DMF). Reaction conditions: temperature 80 celsius, time 4 hour. The product is CC1(OC2=C(NC1=O)C=CC=C2)C (2,2-dimethyl-4H-benzo[1,4]oxazin-3-one). Yield: 84.5%. Reaction SMILES: Br[C:2]([CH3:14])([CH3:13])[C:3]([NH:5][C:6]1[CH:11]=[CH:10][CH:9]=[CH:8][C:7]=1[OH:12])=[O:4].C(=O)([O-])[O-].[K+].[K+]>CN(C=O)C>[CH3:13][C:2]1([CH3:14])[C:3](=[O:4])[NH:5][C:6]2[CH:11]=[CH:10][CH:9]=[CH:8][C:7]=2[O:12]1 |f:1.2.3|. Reported procedure: To a stirred solution of 2-Bromo-N-(2-hydroxy-phenyl)-2-methyl-propionamide (21.8 g, 84.4 mmol) in DMF (85 mL) at 25° C. was added potassium carbonate (23.32 g, 168.99 mmol) and stirred the reaction mixture at 80° C. for 4 h. After TLC reaction mixture was filtered through celite and diluted with ethyl acetate 500 mL and then washed with water (100 mL×3), brine (100 mL), dried over anhydrous sodium sulfate, concentrated to give 2,2-dimethyl-4H-benzo[1,4]oxazin-3-one (12.64 g) as brown solid whic... Reactants: C(#N)C(C)(C)C=1C=C(C(=O)NC2=CC(=CC=C2)NC=O)C=CC1 (3-(1-cyano-1-methylethyl)-N-[3-(formylamino)phenyl]benzamide), C(O)([O-])=O.[Na+] (sodium hydrogen carbonate). The solvent is O1CCCC1 (tetrahydrofuran). Reaction conditions: time 2.5 hour. The product is C(#N)C(C)(C)C=1C=C(C(=O)NC2=CC(=CC=C2)NC)C=CC1 (3-(1-cyano-1-methylethyl)-N-[3-(methylamino)phenyl]benzamide). As a reaction SMILES: [C:1]([C:3]([C:6]1[CH:7]=[C:8]([CH:21]=[CH:22][CH:23]=1)[C:9]([NH:11][C:12]1[CH:17]=[CH:16][CH:15]=[C:14]([NH:18][CH:19]=O)[CH:13]=1)=[O:10])([CH3:5])[CH3:4])#[N:2].C(=O)([O-])O.[Na+]>O1CCCC1>[C:1]([C:3]([C:6]1[CH:7]=[C:8]([CH:21]=[CH:22][CH:23]=1)[C:9]([NH:11][C:12]1[CH:17]=[CH:16][CH:15]=[C:14]([NH:18][CH3:19])[CH:13]=1)=[O:10])([CH3:5])[CH3:4])#[N:2] |f:1.2|. Reported procedure: To a solution of 3-(1-cyano-1-methylethyl)-N-[3-(formylamino)phenyl]benzamide (405 mg, 1.32 mmol) produced in Example D3(ii) in tetrahydrofuran (15 mL) was added borane dimethylsulfide complex (361 μL, 3.42 mmol), and the mixture was stirred at room temperature for 2.5 hr. To the reaction mixture was added saturated aqueous sodium hydrogen carbonate solution (20 mL), and the mixture was extracted with ethyl acetate (20 mL, 10 mL). The combined organic layer was washed with saturated brine (5 mL)... The reactants are CC(OCC)=O.[Cl-].[Na+].O (EA brine), BrC=1C=CC(=C(C1)NC(=O)C=1SC=CC1)F (5-bromo(2-thienyl)-N-(2-fluorophenyl)carboxamide), O1BOCC1 (1,3,2-dioxaborolane), C([O-])([O-])=O.[Na+].[Na+] (sodium carbonate). The reagents and catalysts are [Pd].C1(=CC=CC=C1)P(C1=CC=CC=C1)C1=CC=CC=C1.C1(=CC=CC=C1)P(C1=CC=CC=C1)C1=CC=CC=C1.C1(=CC=CC=C1)P(C1=CC=CC=C1)C1=CC=CC=C1.C1(=CC=CC=C1)P(C1=CC=CC=C1)C1=CC=CC=C1 (tetrakis(triphenylphosphine)-palladium(0)). Solvent: COCCOC (DME), CCO (EtOH), O (water). Reaction conditions: temperature 110 celsius. The product is CC1=NOC2=C1C=C(C(=C2)C2=CC=C(S2)C(=O)NC2=C(C=CC=C2)F)C ([5-(3,5-dimethylbenzo[d]isoxazol-6-yl)(2-thienyl)]-N-(2-fluorophenyl)carboxamide). Yield: 83.7%. As a reaction SMILES: Br[C:2]1[CH:3]=[CH:4][C:5]([F:16])=[C:6]([NH:8][C:9]([C:11]2[S:12][CH:13]=[CH:14][CH:15]=2)=[O:10])[CH:7]=1.O1[CH2:21][CH2:20]OB1.[C:22](=[O:25])([O-])[O-].[Na+].[Na+].CC(=O)O[CH2:31][CH3:32].[Cl-].[Na+].O>COCCOC.CCO.O.[Pd].C1(P(C2C=CC=CC=2)C2C=CC=CC=2)C=CC=CC=1.C1(P(C2C=CC=CC=2)C2C=CC=CC=2)C=CC=CC=1.C1(P(C2C=CC=CC=2)C2C=CC=CC=2)C=CC=CC=1.C1(P(C2C=CC=CC=2)C2C=CC=CC=2)C=CC=CC=1>[CH3:7][C:6]1[C:5]2[CH:4]=[C:20]([CH3:21])[C:31]([C:13]3[S:12][C:11]([C:9]([NH:8][C:6]4[CH:7]=[CH:2][CH:3]=[CH:4][C:5]=4[F:16])=[O:10])=[CH:15][CH:14]=3)=[CH:32][C:22]=2[O:25][N:8]=1 |f:2.3.4,5.6.7.8,12.13.14.15.16|. Procedure: A mixture of (5-bromo(2-thienyl)-N-(2-fluorophenyl)carboxamide (22 mg, 0.073 mmol), 2-(3,5-dimethylbenzo[d]isoxazol-6-yl)-4,4,5,5-tetramethyl(1,3,2-dioxaborolane (28) (20 mg, 0.073 mmol), tetrakis(triphenylphosphine)-palladium(0) (Pd(Ph3P)4, 8 mg) and sodium carbonate (29 mg) in 0.5 ml DME, 0.5 ml EtOH and 0.25 ml water was heated under Ar in microwave reactor at 110° C. for 30 min. The reaction mixture was worked up with EA/brine. Org. phase was concentrated and then subjected to silica gel fla... The reactants are CN1C(C2=C(C=C1C1=CC=C(C=C1)CBr)ON=C2C2=CC=CC=C2)=O (5-Methyl-3-phenyl-6-(p-bromomethylphenyl)-isoxazolo[4,5-c]pyridin-4(5H)-one), CN1C(C2=C(C=C1C1=CC=C(C=C1)CBr)ON=C2C2=CC=CC=C2)=O (5-methyl-3-phenyl-6-(p-bromomethylphenyl)-isoxazolo[4,5-c]pyridin-4(5H)-one), CNC (dimethylamine). Run in C1(=CC=CC=C1)C (toluene). Yields the product CN1C(C2=C(C=C1C1=CC=C(C=C1)CN(C)C)ON=C2C2=CC=CC=C2)=O (5-methyl-3-phenyl-6-(p-[dimethylaminomethyl]phenyl)-isoxazolo[4,5-c]pyridin-4(5H)-one). Reaction SMILES: [CH3:1][N:2]1[C:7]([C:8]2[CH:13]=[CH:12][C:11]([CH2:14]Br)=[CH:10][CH:9]=2)=[CH:6][C:5]2[O:16][N:17]=[C:18]([C:19]3[CH:24]=[CH:23][CH:22]=[CH:21][CH:20]=3)[C:4]=2[C:3]1=[O:25].[CH3:26][NH:27][CH3:28]>C1(C)C=CC=CC=1>[CH3:1][N:2]1[C:7]([C:8]2[CH:13]=[CH:12][C:11]([CH2:14][N:27]([CH3:28])[CH3:26])=[CH:10][CH:9]=2)=[CH:6][C:5]2[O:16][N:17]=[C:18]([C:19]3[CH:24]=[CH:23][CH:22]=[CH:21][CH:20]=3)[C:4]=2[C:3]1=[O:25]. Procedure: A mixture of 21.2 g. of the product of Example 4, containing 62% of 5-methyl-3-phenyl-6-(p-bromomethylphenyl)-isoxazolo[4,5-c]pyridin-4(5H)-one (0.0332 mole of bromo compound) and 7.2 g. (0.160 mole) dimethylamine in 300 ml. toluene is stirred overnight at room temperature. The mixture is filtered and the solid washed with toluene and the solvent evaporated in vacuo. The resulting solid is dissolved in methylene chloride and treated with 2N hydrochloric acid, the precipitate is then filtered, wa... Reactants: ClC=1C=CC(=NC1)\C(=N/[S@](=O)C(C)(C)C)\C1=CC(=CC(=C1)C(F)(F)F)F ((R,Z)-N-((5-chloropyridin-2-yl)(3-fluoro-5-(trifluoromethyl)phenyl)methylene)-2-methylpropane-2-sulfinamide), CC1=NC=CC=C1 (2-Methyl pyridine), [Li]CCCC (n-BuLi). Run in C1CCOC1 (THF), C1CCOC1 (THF). Conditions: temperature -78 celsius, time 2 hour. Product: ClC=1C=CC(=NC1)[C@](CC1=NC=CC=C1)(C1=CC(=CC(=C1)C(F)(F)F)F)N[S@@](=O)C(C)(C)C ((S)-N-((S)-1-(5-chloropyridin-2-yl)-1-(3-fluoro-5-(trifluoromethyl)phenyl)-2-(pyridin-2-yl)ethyl)-2-methylpropane-2-sulfinamide), oil. Yield: 38.0%. As a reaction SMILES: [CH3:1][C:2]1[CH:7]=[CH:6][CH:5]=[CH:4][N:3]=1.[Li]CCCC.[Cl:13][C:14]1[CH:15]=[CH:16][C:17](/[C:20](/[C:28]2[CH:33]=[C:32]([C:34]([F:37])([F:36])[F:35])[CH:31]=[C:30]([F:38])[CH:29]=2)=[N:21]\[S@@:22]([C:24]([CH3:27])([CH3:26])[CH3:25])=[O:23])=[N:18][CH:19]=1>C1COCC1>[Cl:13][C:14]1[CH:15]=[CH:16][C:17]([C@@:20]([NH:21][S@:22]([C:24]([CH3:27])([CH3:26])[CH3:25])=[O:23])([C:28]2[CH:33]=[C:32]([C:34]([F:37])([F:36])[F:35])[CH:31]=[C:30]([F:38])[CH:29]=2)[CH2:1][C:2]2[CH:7]=[CH:6][CH:5]=[CH:4][N:3]=2)=[N:18][CH:19]=1. Reported procedure: 2-Methyl pyridine (48 μL, 0.49 mmol) in THF (90 μL) was cooled at −78° C. for 10 min, followed by the addition of n-BuLi (246 μL, 0.49 mmol, 2M solution in cyclohexane). The reaction turned into maroon and was stirred at −78° C. for 40 min. (R,Z)-N-((5-chloropyridin-2-yl)(3-fluoro-5-(trifluoromethyl)phenyl)methylene)-2-methylpropane-2-sulfinamide (100 mg, 0.25 mmol) in THF (1 mL) was added and the dark green colored reaction mixture was stirred at −78° C. for another 2 h. Quenched with H2O (10 m...